Dataset: the Open Reaction Database (ORD), a public repository of structured organic reaction records. Task: describe an organic reaction: reactants, conditions, products, and yield Starting materials: CC(=O)OC(C)(C)C, [Li]CCCC, C=CCOCc1ccccc1CBr, C1CCOC1, CC(C)NC1CCCCC1. The product is C=CCOCc1ccccc1CCC(=O)OC(C)(C)C. RXN SMILES: [C:16]([CH3:17])(=[O:18])[O:19][C:20]([CH3:21])([CH3:22])[CH3:23].[CH2:11]([Li:12])[CH2:13][CH2:14][CH3:15].[CH2:24]([CH:25]=[CH2:26])[O:27][CH2:28][c:29]1[c:30]([CH2:35][Br:36])[cH:31][cH:32][cH:33][cH:34]1.[CH2:37]1[O:38][CH2:39][CH2:40][CH2:41]1.[CH:1]([NH:2][CH:3]1[CH2:4][CH2:5][CH2:6][CH2:7][CH2:8]1)([CH3:9])[CH3:10]>>[C:16]([CH2:17][CH2:35][c:30]1[c:29]([CH2:28][O:27][CH2:24][CH:25]=[CH2:26])[cH:34][cH:33][cH:32][cH:31]1)(=[O:18])[O:19][C:20]([CH3:21])([CH3:22])[CH3:23]. Starting materials: Cn1cc(C2=C(c3cn(C)c4ccc([N+](=O)[O-])cc34)C(=O)OC2=O)c2ccccc21, N, CN(C)C=O. Yields the product Cn1cc(C2=C(c3cn(C)c4ccc([N+](=O)[O-])cc34)C(=O)NC2=O)c2ccccc21. Reaction SMILES: [CH3:1][n:2]1[cH:3][c:4]([C:11]2=[C:15]([c:16]3[cH:17][n:18]([CH3:28])[c:19]4[cH:20][cH:21][c:22]([N+:25](=[O:26])[O-:27])[cH:23][c:24]34)[C:14](=[O:29])[O:13][C:12]2=[O:30])[c:5]2[cH:6][cH:7][cH:8][cH:9][c:10]12.[NH3:31].[O:32]=[CH:33][N:34]([CH3:35])[CH3:36]>>[CH3:1][n:2]1[cH:3][c:4]([C:11]2=[C:15]([c:16]3[cH:17][n:18]([CH3:28])[c:19]4[cH:20][cH:21][c:22]([N+:25](=[O:26])[O-:27])[cH:23][c:24]34)[C:14](=[O:13])[NH:31][C:12]2=[O:30])[c:5]2[cH:6][cH:7][cH:8][cH:9][c:10]12. The reactants are OC1=NC(=NN1)CC1=C(C=CC=C1)[N+](=O)[O-] (5-hydroxy-3-(o-nitrobenzyl)-1,2,4-triazole), P(Cl)(Cl)(Cl)(Cl)Cl (phosphorus pentachloride). The solvent is P(=O)(Cl)(Cl)Cl (phosphorus oxychloride). Conditions: time 11 hour. Yields the product ClC1=NC(=NN1)CC1=C(C=CC=C1)[N+](=O)[O-] (5-chloro-3-(o-nitrobenzyl)-1,2,4-triazole). As a reaction SMILES: O[C:2]1[NH:6][N:5]=[C:4]([CH2:7][C:8]2[CH:13]=[CH:12][CH:11]=[CH:10][C:9]=2[N+:14]([O-:16])=[O:15])[N:3]=1.P(Cl)(Cl)(Cl)(Cl)[Cl:18]>P(Cl)(Cl)(Cl)=O>[Cl:18][C:2]1[NH:6][N:5]=[C:4]([CH2:7][C:8]2[CH:13]=[CH:12][CH:11]=[CH:10][C:9]=2[N+:14]([O-:16])=[O:15])[N:3]=1. Reported procedure: A mixture of 1 g of 5-hydroxy-3-(o-nitrobenzyl)-1,2,4-triazole, 10 ml of phosphorus oxychloride and 1.89 g of phosphorus pentachloride is stirred at 70° for 11 hours, then at room temperature over the weekend and evaporated to dryness. The residue is dissolved in water, the solution is basified with 10% aqueous potassium carbonate and extracted 3 times with ethyl acetate. The combined extracts are dried over magnesium sulfate, decolorized with charcoal and evaporated to dryness. The residue is c... Starting materials: O1C(=CC=C1)C=1NC2=C(N1)C=CC(=C2)N\C(=C/C(=O)[O-])\C (3-[[2-(2-furyl)-5-benzimidazolyl]amino]crotonate). The solvent is C1=CC=C(C=C1)C2=CC=CC=C2.C1=CC=C(C=C1)OC2=CC=CC=C2 (Dowtherm A). Reaction conditions: temperature 230 celsius. The product is O1C(=CC=C1)C1=NC=2C(=C3C(=CC(=NC3=CC2)C)O)N1 (2-(2-Furyl)-7-methyl-1H-imidazo[4,5-f]quinolin-9-ol). Reaction SMILES: [O:1]1[CH:5]=[CH:4][CH:3]=[C:2]1[C:6]1[NH:7][C:8]2[CH:14]=[C:13]([NH:15]/[C:16](/[CH3:21])=[CH:17]\[C:18]([O-:20])=O)[CH:12]=[CH:11][C:9]=2[N:10]=1>C1C=CC(C2C=CC=CC=2)=CC=1.C1C=CC(OC2C=CC=CC=2)=CC=1>[O:1]1[CH:5]=[CH:4][CH:3]=[C:2]1[C:6]1[NH:7][C:8]2=[C:14]3[C:13](=[CH:12][CH:11]=[C:9]2[N:10]=1)[N:15]=[C:16]([CH3:21])[CH:17]=[C:18]3[OH:20] |f:1.2|. Procedure details: Dowtherm A (500 mL) is preheated to 230° C. and to it is added 3-[[2-(2-furyl)-5-benzimidazolyl]amino]crotonate (38.5 g, 0.1 mol) in small portions. After the addition is complete, the reaction mixture is maintained at 230° C. for 15 min and then poured into a beaker and allowed to cool.